Dataset: the Open Reaction Database (ORD), a public repository of structured organic reaction records. Task: describe an organic reaction: reactants, conditions, products, and yield Starting materials: [Al+3], C=C1CC(=O)OC1=O, [Cl-], [Cl-], [Cl-], Clc1ccc(-c2ccccc2)cc1, Clc1ccccc1Cl, Cl, O. Product: C=C(CC(=O)c1ccc(-c2ccc(Cl)cc2)cc1)C(=O)O. RXN SMILES: [Al+3:2].[C:5]1(=[O:12])[C:6](=[CH2:7])[CH2:8][C:9](=[O:10])[O:11]1.[Cl-:1].[Cl-:3].[Cl-:4].[Cl:13][c:14]1[cH:15][cH:16][c:17](-[c:20]2[cH:21][cH:22][cH:23][cH:24][cH:25]2)[cH:18][cH:19]1.[Cl:27][c:28]1[cH:29][cH:30][cH:31][cH:32][c:33]1[Cl:34].[ClH:26].[OH2:35]>>[C:5]([C:6](=[CH2:7])[CH2:8][C:9](=[O:10])[c:23]1[cH:22][cH:21][c:20](-[c:17]2[cH:16][cH:15][c:14]([Cl:13])[cH:19][cH:18]2)[cH:25][cH:24]1)([OH:11])=[O:12]. Conditions: time 1 hour. Procedure details: To a suspension of 12.2g. of 50% sodium hydride (mineral oil) in 1,2-dimethoxyethane is added 70 g. (0.24 mole) of 4-chloro-5-(p-chlorobenzoyl)-1-methylpyrrole-2- acetonitrile in 1,2-dimethoxyethane over a period of one half hour at room temperature. After the addition is complete, the whole is stirred for one hour and then 35 g. (0.25 mole) of methyl iodide is added. The reaction mixture is stirred for an additional 3 hours and is concentrated in vacuo; the residue is diluted with water and ext... Reaction SMILES: [H-].[Na+].[Cl:3][C:4]1[CH:5]=[C:6]([CH2:19][C:20]#[N:21])[N:7]([CH3:18])[C:8]=1[C:9](=[O:17])[C:10]1[CH:15]=[CH:14][C:13]([Cl:16])=[CH:12][CH:11]=1.[CH3:22]I.O>COCCOC>[Cl:3][C:4]1[CH:5]=[C:6]([CH:19]([CH3:22])[C:20]#[N:21])[N:7]([CH3:18])[C:8]=1[C:9](=[O:17])[C:10]1[CH:11]=[CH:12][C:13]([Cl:16])=[CH:14][CH:15]=1 |f:0.1|. Starting materials: ClC=1C=C(N(C1C(C1=CC=C(C=C1)Cl)=O)C)CC#N (4-chloro-5-(p-chlorobenzoyl)-1-methylpyrrole-2- acetonitrile), [H-].[Na+] (sodium hydride), CI (methyl iodide), O (water). Yields the product ClC=1C=C(N(C1C(C1=CC=C(C=C1)Cl)=O)C)C(C#N)C (4-chloro-5- (p-chlorobenzoyl)-α-methyl-1-methylpyrrole-2-acetonitrile). The solvent is COCCOC (1,2-dimethoxyethane), COCCOC (1,2-dimethoxyethane). The reactants are COC(=O)C=1C(=CC=C(C1)C(N)=S)C1=C(C=CC=C1)[N+](=O)[O-] (2′-nitro-4-thiocarbamoyl-biphenyl-2-carboxylic acid methyl ester), COC(=O)C=1C(=CC=C(C1)C(N)=S)C1=C(C=CC=C1)[N+](=O)[O-] (2′-nitro-4-thiocarbamoyl-biphenyl-2-carboxylic acid methyl ester), BrCC(=O)C1=C(C=CC=C1)OC (2-bromo-2′-methoxyacetophenone). The product is COC1=C(C=CC=C1)C=1N=C(SC1)C=1C=C(C(=CC1)C1=C(C=CC=C1)[N+](=O)[O-])C(=O)O (4-[4-(2-Methoxy-phenyl)-thiazol-2-yl]-2′-nitro-biphenyl-2-carboxylic acid). Isolated yield 67.0%. Reaction SMILES: C[O:2][C:3]([C:5]1[C:6]([C:14]2[CH:19]=[CH:18][CH:17]=[CH:16][C:15]=2[N+:20]([O-:22])=[O:21])=[CH:7][CH:8]=[C:9]([C:11](=[S:13])[NH2:12])[CH:10]=1)=[O:4].Br[CH2:24][C:25]([C:27]1[CH:32]=[CH:31][CH:30]=[CH:29][C:28]=1[O:33][CH3:34])=O>>[CH3:34][O:33][C:28]1[CH:29]=[CH:30][CH:31]=[CH:32][C:27]=1[C:25]1[N:12]=[C:11]([C:9]2[CH:10]=[C:5]([C:3]([OH:2])=[O:4])[C:6]([C:14]3[CH:19]=[CH:18][CH:17]=[CH:16][C:15]=3[N+:20]([O-:22])=[O:21])=[CH:7][CH:8]=2)[S:13][CH:24]=1. Reported procedure: 4-[4-(2-Methoxy-phenyl)-thiazol-2-yl]-2′-nitro-biphenyl-2-carboxylic acid (183 mg, 67%) was prepared from 2′-nitro-4-thiocarbamoyl-biphenyl-2-carboxylic acid methyl ester (which may be prepared as described for Intermediate 4) and 2-bromo-2′-methoxyacetophenone (available from ASDI Incorporated) using the procedure described for the preparation of Example 1. 1H NMR (300 MHz, DMSO-d6) δ 13.13 (s, 1H), 8.57 (d, J=1.9 Hz, 1H), 8.13-8.31 (m, 4H), 7.63-7.81 (m, 2H), 7.35-7.47 (m, 3H), 7.18 (d, J=8.3 ... Reactants: C1CCOC1, CCCCCC(CO)c1ccc2c(c1)C(C)(C)CCS2, CCOC(=O)N=NC(=O)OCC, COC(=O)c1ccc(O)cc1, c1ccc(P(c2ccccc2)c2ccccc2)cc1. Yields the product CCCCCC(COc1ccc(C(=O)OC)cc1)c1ccc2c(c1)C(C)(C)CCS2. Reaction SMILES: [CH2:63]1[O:64][CH2:65][CH2:66][CH2:67]1.[CH3:1][C:2]1([CH3:20])[CH2:3][CH2:4][S:5][c:6]2[cH:7][cH:8][c:9]([CH:12]([CH2:13][OH:14])[CH2:15][CH2:16][CH2:17][CH2:18][CH3:19])[cH:10][c:11]21.[O:51]=[C:52]([O:53][CH2:54][CH3:55])[N:56]=[N:57][C:58]([O:59][CH2:60][CH3:61])=[O:62].[OH:40][c:41]1[cH:42][cH:43][c:44]([C:45](=[O:46])[O:47][CH3:48])[cH:49][cH:50]1.[c:21]1([P:22]([c:23]2[cH:24][cH:25][cH:26][cH:27][cH:28]2)[c:29]2[cH:30][cH:31][cH:32][cH:33][cH:34]2)[cH:35][cH:36][cH:37][cH:38][cH:39]1>>[CH3:1][C:2]1([CH3:20])[CH2:3][CH2:4][S:5][c:6]2[cH:7][cH:8][c:9]([CH:12]([CH2:13][O:14][c:41]3[cH:42][cH:43][c:44]([C:45](=[O:46])[O:47][CH3:48])[cH:49][cH:50]3)[CH2:15][CH2:16][CH2:17][CH2:18][CH3:19])[cH:10][c:11]21. The product is Cl, CC(C)S(=O)(=O)c1ccc(N2CCNCC2)c(F)c1F. RXN SMILES: [C:1]([O:2][C:3](=[O:4])[N:8]1[CH2:9][CH2:10][N:11]([c:14]2[c:15]([F:27])[c:16]([F:26])[c:17]([S:20](=[O:21])(=[O:22])[CH:23]([CH3:24])[CH3:25])[cH:18][cH:19]2)[CH2:12][CH2:13]1)([CH3:5])([CH3:6])[CH3:7].[ClH:28].[O:29]1[CH2:30][CH2:31][O:32][CH2:33][CH2:34]1>>[ClH:28].[NH:8]1[CH2:9][CH2:10][N:11]([c:14]2[c:15]([F:27])[c:16]([F:26])[c:17]([S:20](=[O:21])(=[O:22])[CH:23]([CH3:24])[CH3:25])[cH:18][cH:19]2)[CH2:12][CH2:13]1. Starting materials: CC(C)S(=O)(=O)c1ccc(N2CCN(C(=O)OC(C)(C)C)CC2)c(F)c1F, Cl, C1COCCO1. Starting materials: NC=1C=C2C(=CNC2=CC1)C1CCN(CC1)C (5-amino-3-(1-methylpiperidin-4-yl)-1H-indole), C(#N)C1=CC=C(C(=O)O)C=C1 (4-cyanobenzoic acid). Product: C(#N)C1=CC=C(C(=O)NC=2C=C3C(=CNC3=CC2)C2CCN(CC2)C)C=C1 (5-(4-cyanobenzoyl)amino-3-(1-methylpiperidin-4-yl)-1H-indole). The yield is 43.3%. Reaction SMILES: [NH2:1][C:2]1[CH:3]=[C:4]2[C:8](=[CH:9][CH:10]=1)[NH:7][CH:6]=[C:5]2[CH:11]1[CH2:16][CH2:15][N:14]([CH3:17])[CH2:13][CH2:12]1.[C:18]([C:20]1[CH:28]=[CH:27][C:23]([C:24](O)=[O:25])=[CH:22][CH:21]=1)#[N:19]>>[C:18]([C:20]1[CH:28]=[CH:27][C:23]([C:24]([NH:1][C:2]2[CH:3]=[C:4]3[C:8](=[CH:9][CH:10]=2)[NH:7][CH:6]=[C:5]3[CH:11]2[CH2:16][CH2:15][N:14]([CH3:17])[CH2:13][CH2:12]2)=[O:25])=[CH:22][CH:21]=1)#[N:19]. Procedure details: Beginning with 20.0 mg (0.087 mMol) 5-amino-3-(1-methylpiperidin-4-yl)-1H-indole and 38.0 mg (0.131 mMol) 4-cyanobenzoic acid, 13.5 mg (43.1%) of the title compound were recovered. Starting materials: CCO, O=[N+]([O-])c1cc(F)c(N2CCOCC2)cc1F. The product is Nc1cc(F)c(N2CCOCC2)cc1F. Reaction SMILES: [CH3:18][CH2:19][OH:20].[F:1][c:2]1[c:3]([N:12]2[CH2:13][CH2:14][O:15][CH2:16][CH2:17]2)[cH:4][c:5]([F:11])[c:6]([N+:8]([O-:9])=[O:10])[cH:7]1>>[F:1][c:2]1[c:3]([N:12]2[CH2:13][CH2:14][O:15][CH2:16][CH2:17]2)[cH:4][c:5]([F:11])[c:6]([NH2:8])[cH:7]1.